From a dataset of the Open Reaction Database (ORD), a public repository of structured organic reaction records. describe an organic reaction: reactants, conditions, products, and yield The reactants are Cl (hydrochloric acid), ethyl ester, ClC=1C(=C(C(=O)O)C=CC1)CP(=O)COCC (3-chloro-2-[(ethoxymethylphosphinyl)methyl]-benzoic acid), Cl (hydrochloric acid). The solvent is O1CCOCC1 (dioxane). Product: ClC=1C(=C(C(=O)O)C=CC1)CP(=O)CO (3-chloro-2-[(hydroxymethylphosphinyl)methyl]-benzoic acid). Yield: 89.0%. As a reaction SMILES: [Cl:1][C:2]1[C:3]([CH2:11][PH:12]([CH2:14][O:15]CC)=[O:13])=[C:4]([CH:8]=[CH:9][CH:10]=1)[C:5]([OH:7])=[O:6].Cl>O1CCOCC1>[Cl:1][C:2]1[C:3]([CH2:11][PH:12]([CH2:14][OH:15])=[O:13])=[C:4]([CH:8]=[CH:9][CH:10]=1)[C:5]([OH:7])=[O:6]. Procedure: 10.4 grams (0.34 moles) of the ethyl ester of 3-chloro-2-[(ethoxymethylphosphinyl)methyl]-benzoic acid prepared as described in Part B Step A of Example 1 was admixed with 20 ml of concentrated hydrochloric acid and 80 ml of dioxane. The resulting composition was saturated with hydrochloric acid (gas) and refluxed for 12 hours. The composition was concentrated, extracted with ether and the ether solution was dried over magnesium sulfate. The ether was evaporated and the residue was recrystallize... Starting materials: [Br-].[Na+] (sodium bromide), NC=1SC2=C(N1)C(=CC(=C2)Cl)Cl (2-amino-4,6-dichlorobenzothiazole), N(=O)OC(C)(C)C (tert-butyl nitrite), Cl (hydrochloric acid). The reagents and catalysts are [Cu]Br (copper(I) bromide). The solvent is C(C)#N (acetonitrile). Run at time 16 hour. Yields the product BrC=1SC2=C(N1)C(=CC(=C2)Cl)Cl (2-Bromo-4,6-dichlorobenzothiazole). Reaction SMILES: [Br-:1].[Na+].N[C:4]1[S:5][C:6]2[CH:12]=[C:11]([Cl:13])[CH:10]=[C:9]([Cl:14])[C:7]=2[N:8]=1.N(OC(C)(C)C)=O.Cl>[Cu]Br.C(#N)C>[Br:1][C:4]1[S:5][C:6]2[CH:12]=[C:11]([Cl:13])[CH:10]=[C:9]([Cl:14])[C:7]=2[N:8]=1 |f:0.1|. Reported procedure: 35 g (0.24 mol) of copper(I) bromide and 126 g (1.23 mol) of sodium bromide were added to a solution of 27 g (0.12 mol) of 2-amino-4,6-dichlorobenzothiazole in 0.5 1 of acetonitrile, and 16.5 g (0.16 mol) of tert-butyl nitrite were then added dropwise. Stirring was carried out for 16 hours, after which the reaction mixture was acidified with 10% strength hydrochloric acid. The product was then extracted with methyl tert-butyl ether. The organic phase was washed with water, dried over magnesium s... Starting materials: C(C)OC(=O)C1(CCN(CC1)C(=O)OC(C)(C)C)CCOC (4-(2-Methoxy-ethyl)-piperidine-1,4-dicarboxylic acid 1-tert-butyl ester 4-ethyl ester), [OH-].[Na+] (NaOH), FC(C(=O)O)(F)F (trifluoroacetic acid). Solvent: C(Cl)Cl (methylene chloride), ClCCl (dichloromethane). Run at time 2 hour. Yields the product C(C)OC(=O)C1(CCNCC1)CCOC (4-(2-methoxy-ethyl)-piperidine-4-carboxylic acid ethyl ester), oil. Reaction SMILES: [CH2:1]([O:3][C:4]([C:6]1([CH2:19][CH2:20][O:21][CH3:22])[CH2:11][CH2:10][N:9](C(OC(C)(C)C)=O)[CH2:8][CH2:7]1)=[O:5])[CH3:2].FC(F)(F)C(O)=O.[OH-].[Na+]>C(Cl)Cl>[CH2:1]([O:3][C:4]([C:6]1([CH2:19][CH2:20][O:21][CH3:22])[CH2:7][CH2:8][NH:9][CH2:10][CH2:11]1)=[O:5])[CH3:2] |f:2.3|. Procedure details: 4-(2-Methoxy-ethyl)-piperidine-1,4-dicarboxylic acid 1-tert-butyl ester 4-ethyl ester (8 g) was dissolved in methylene chloride (40 ml), trifluoroacetic acid (75.57 g, 50.72 ml) was added under an argon atmosphere at RT and the mixture was stirred for 2 hours until completion of the reaction. The reaction mixture was diluted with dichloromethane (500 ml), and then 3M NaOH (220.9 ml) was slowly added. The layers were separated, the organic layer washed with brine, dried over sodium sulphate and c... The reactants are C1(=CC=C(C=C1)S(=O)(=O)Cl)C (para-toluenesulphonyl chloride), Cl (hydrochloric acid), NC1=C(N)C=C(C=C1[N+](=O)[O-])C (2-amino-3-nitro-5-methylaniline), O (water). Run in N1=CC=CC=C1 (pyridine), N1=CC=CC=C1 (pyridine). Run at temperature 45 celsius. Yields the product NC1=C(NS(=O)(=O)C2=CC=C(C)C=C2)C=C(C=C1[N+](=O)[O-])C (2-amino-3-nitro-5-methyl-N-tosylaniline). As a reaction SMILES: [NH2:1][C:2]1[C:8]([N+:9]([O-:11])=[O:10])=[CH:7][C:6]([CH3:12])=[CH:5][C:3]=1[NH2:4].[C:13]1([CH3:23])[CH:18]=[CH:17][C:16]([S:19](Cl)(=[O:21])=[O:20])=[CH:15][CH:14]=1.O.Cl>N1C=CC=CC=1>[NH2:1][C:2]1[C:8]([N+:9]([O-:11])=[O:10])=[CH:7][C:6]([CH3:12])=[CH:5][C:3]=1[NH:4][S:19]([C:16]1[CH:17]=[CH:18][C:13]([CH3:23])=[CH:14][CH:15]=1)(=[O:21])=[O:20]. Procedure details: 0.15 mol (25.05 g) of 2-amino-3-nitro-5-methylaniline is dissolved in 75 ml of pyridine, and 0.165 mol (31.4 g) of para-toluenesulphonyl chloride is then added gradually, whilst stirring, at between 40° and 45° C. When the addition has ended, the stirring is maintained for 1 hour at 45° C., the reaction medium is then poured into 450 ml of iced water and ther pyridine is neutralised with the aid of hydrochloric acid. The expected product which has precipitated is filtered off, washed with water ... Starting materials: C(CC)[C@@H]1N[C@@H](CC=2C3=CC=CC=C3NC12)C(=O)O ((1RS,3RS)-cis-1-n-Propyl-1,2,3,4-tetrahydro-β-carboline-3-carboxylic acid), C(CC)[C@@H]1N[C@H](CC=2C3=CC=CC=C3NC12)C(=O)OC (methyl (1RS,3SR)-trans-1-n-propyl-1,2,3,4-tetrahydro-β-carboline-3-carboxylate), [OH-].[Na+] (NaOH). Run in CO (methanol). Yields the product C(CC)[C@@H]1N[C@H](CC=2C3=CC=CC=C3NC12)C(=O)O ((1RS,3SR)-trans-1-n-Propyl-1,2,3,4-tetrahydro-β-carboline-3-carboxylic acid). The yield is 78.0%. As a reaction SMILES: [CH2:1]([C@H:4]1[C:16]2[NH:15][C:14]3[C:9](=[CH:10][CH:11]=[CH:12][CH:13]=3)[C:8]=2[CH2:7][C@@H:6]([C:17]([OH:19])=[O:18])[NH:5]1)[CH2:2][CH3:3].C([C@H]1C2NC3C(=CC=CC=3)C=2C[C@H](C(OC)=O)N1)CC.[OH-].[Na+]>CO>[CH2:1]([C@H:4]1[C:16]2[NH:15][C:14]3[C:9](=[CH:10][CH:11]=[CH:12][CH:13]=3)[C:8]=2[CH2:7][C@H:6]([C:17]([OH:19])=[O:18])[NH:5]1)[CH2:2][CH3:3] |f:2.3|. Reported procedure: In the same manner as described above (2) using methyl (1RS,3SR)-trans-1-n-propyl-1,2,3,4-tetrahydro-β-carboline-3-carboxylate (1.36 g), 1N NaOH (6 ml) and methanol (20 ml), there is obtained the title compound (1.01 g, 78%) as colorless needles, m.p. 210°-211° C. Reactants: Cl(=O)(=O)(=O)O (perchloric acid), CC1=NC=CN1CC2CCC3=C(C=4C=CC=CC4N3C)C2=O (ondansetron), C(C)(=O)O (acetic acid). The product is CN1C2=CC=CC=C2C=2C(C(CCC12)CN1C(=NC=C1)C)=O.C(C=O)(=O)O (9-methyl-3-[(2-methyl-1H-imidazol-1-yl)methyl]-1,2,3,9-tetrahydro-4H-carbazol-4-one glyoxylic acid). As a reaction SMILES: Cl(O)(=O)(=O)=[O:2].[CH3:6][C:7]1[N:11]([CH2:12][CH:13]2[C:26](=[O:27])[C:17]3[C:18]4[CH:19]=[CH:20][CH:21]=[CH:22][C:23]=4[N:24]([CH3:25])[C:16]=3[CH2:15][CH2:14]2)[CH:10]=[CH:9][N:8]=1.[C:28]([OH:31])(=[O:30])[CH3:29]>>[CH3:25][N:24]1[C:16]2[CH2:15][CH2:14][CH:13]([CH2:12][N:11]3[CH:10]=[CH:9][N:8]=[C:7]3[CH3:6])[C:26](=[O:27])[C:17]=2[C:18]2[C:23]1=[CH:22][CH:21]=[CH:20][CH:19]=2.[C:28]([OH:31])(=[O:30])[CH:29]=[O:2] |f:3.4|. Procedure: A mixture containing 2.83 g (0.01 mole) of 3-hydroxymethyl-9-methyl-1,2,3,9-tetrahydro-4H-carbazol-4-one-3-glyoxylic acid lactone [compound of the formula (Ic)] and 1.64 g (0.02 mole) of 2-methylimidazole in 6.0 ml of sulfolane (tetramethylenesulfone) is heated in an oil bath of 150 to 160° C. for 15 minutes while stirring. After cooling down and diluting with 60 ml of acetone the precipitate is filtered off, washed with acetone and dried to give 0.95 g of the title compound, m.p.: 190°-200° C. ... Starting materials: C(C)(=S)O (Thioacetic acid), CN1[C@@H](C[C@H](C1)O)C(=O)N(C)C ((2S,4R)-1-Methyl-2-dimethylaminocarbonyl-4-hydroxypyrrolidine), C1(=CC=CC=C1)P(C1=CC=CC=C1)C1=CC=CC=C1 (triphenylphosphine), resultant mixture, N(=NC(=O)OCC)C(=O)OCC (diethyl azodicarboxylate). The solvent is O1CCCC1 (tetrahydrofuran), ClCCl (dichloromethane). Run at time 30 minute. The product is CN1[C@@H](C[C@@H](C1)SC(C)=O)C(=O)N(C)C ((2S,4S)-1-methyl-2-dimethylaminocarbonyl-4-acetylthiopyrrolidine). As a reaction SMILES: [CH3:1][N:2]1[CH2:6][C@H:5](O)[CH2:4][C@H:3]1[C:8]([N:10]([CH3:12])[CH3:11])=[O:9].C1(P(C2C=CC=CC=2)C2C=CC=CC=2)C=CC=CC=1.N(C(OCC)=O)=NC(OCC)=O.[C:44]([OH:47])(=[S:46])[CH3:45]>O1CCCC1.ClCCl>[CH3:1][N:2]1[CH2:6][C@@H:5]([S:46][C:44](=[O:47])[CH3:45])[CH2:4][C@H:3]1[C:8]([N:10]([CH3:12])[CH3:11])=[O:9]. Procedure: (2S,4R)-1-Methyl-2-dimethylaminocarbonyl-4-hydroxypyrrolidine (970 mg) was dissolved in dry tetrahydrofuran (11.1 ml), and triphenylphosphine (2.66 g) was added thereto. To the resultant mixture, diethyl azodicarboxylate (1.60 ml) was added under nitrogen steam while ice-cooling, and the mixture was stirred for 30 minutes. Thioacetic acid (1.45 ml) was added to the mixture under ice-cooling, and stirring was continued for 40 minutes under ice-cooling, followed by allowing to stand overnight. The...